From a dataset of the Open Reaction Database (ORD), a public repository of structured organic reaction records. describe an organic reaction: reactants, conditions, products, and yield The reactants are [OH-].[K+] (KOH), C(C)(C)(C)OC(N[C@H]1[C@H](C(CCC1)(F)F)NC(=O)C=1SC(=C(C1)C=1C=NN2C1N=CC(=C2)Br)CC)=O (tert-Butyl[(1R,2R)-2-({[4-(6-bromopyrazolo[1,5-a]pyrimidin-3-yl)-5-ethylthiophen-2-yl]carbonyl}amino)-3,3-difluorocyclohexyl]carbamate), alcohol. The solvent is CO (methanol). Yields the product C(C)(C)(C)OC(N[C@H]1[C@H](C(CCC1)(F)F)NC(=O)C=1SC(=C(C1)C=1C=NN2C1N=CC(=C2)O)CC)=O (tert-Butyl[(1R,2R)-2-({[5-ethyl-4-(6-hydroxypyrazolo[1,5-a]pyrimidin-3-yl)thiophen-2-yl]carbonyl}amino)-3,3-difluorocyclohexyl]carbamate). The yield is 74.4%. Reaction SMILES: [C:1]([O:5][C:6](=[O:36])[NH:7][C@@H:8]1[CH2:13][CH2:12][CH2:11][C:10]([F:15])([F:14])[C@@H:9]1[NH:16][C:17]([C:19]1[S:20][C:21]([CH2:34][CH3:35])=[C:22]([C:24]2[CH:25]=[N:26][N:27]3[CH:32]=[C:31](Br)[CH:30]=[N:29][C:28]=23)[CH:23]=1)=[O:18])([CH3:4])([CH3:3])[CH3:2].[OH-:37].[K+]>CO>[C:1]([O:5][C:6](=[O:36])[NH:7][C@@H:8]1[CH2:13][CH2:12][CH2:11][C:10]([F:15])([F:14])[C@@H:9]1[NH:16][C:17]([C:19]1[S:20][C:21]([CH2:34][CH3:35])=[C:22]([C:24]2[CH:25]=[N:26][N:27]3[CH:32]=[C:31]([OH:37])[CH:30]=[N:29][C:28]=23)[CH:23]=1)=[O:18])([CH3:4])([CH3:3])[CH3:2] |f:1.2|. Reported procedure: tert-Butyl[(1R,2R)-2-({[4-(6-bromopyrazolo[1,5-a]pyrimidin-3-yl)-5-ethylthiophen-2-yl]carbonyl}amino)-3,3-difluorocyclohexyl]carbamate (0.151 g, 0.258 mmol) was dissolved in methanol (1.29 mL) and KOH (14.5 mg, 0.258 mmol) was added. The reaction was heated to 65° C. until conversion to the alcohol was complete. The reaction was then concentrated under reduced pressure. The remaining residue was mixed with dichloromethane, washed with saturated ammonium chloride (aq) twice and brine once. The or... The reactants are BrC1=NC=C(C=C1)OCC1CC1 (2-bromo-5-(cyclopropylmethoxy)pyridine), 1,1′-binaphthalene-2,2′-diylbis(diphenylphosphine), C1(=CC=CC=C1)C(=N)C1=CC=CC=C1 (1,1-diphenylmethanimine), CC(C)([O-])C.[Na+] (sodium t-butoxide). Reagents/catalysts: C=1C=CC(=CC1)/C=C/C(=O)/C=C/C2=CC=CC=C2.C=1C=CC(=CC1)/C=C/C(=O)/C=C/C2=CC=CC=C2.C=1C=CC(=CC1)/C=C/C(=O)/C=C/C2=CC=CC=C2.[Pd].[Pd] (tris(dibenzylideneacetone)dipalladium(0)). Solvent: C1(=CC=CC=C1)C (toluene). Conditions: temperature 80 celsius, time 3 hour. The product is C1(CC1)COC=1C=CC(=NC1)N (5-(cyclopropylmethoxy)pyridin-2-amine). Yield: 90.2%. As a reaction SMILES: Br[C:2]1[CH:7]=[CH:6][C:5]([O:8][CH2:9][CH:10]2[CH2:12][CH2:11]2)=[CH:4][N:3]=1.C1(C(C2C=CC=CC=2)=[NH:20])C=CC=CC=1.CC(C)([O-])C.[Na+]>C1C=CC(/C=C/C(/C=C/C2C=CC=CC=2)=O)=CC=1.C1C=CC(/C=C/C(/C=C/C2C=CC=CC=2)=O)=CC=1.C1C=CC(/C=C/C(/C=C/C2C=CC=CC=2)=O)=CC=1.[Pd].[Pd].C1(C)C=CC=CC=1>[CH:10]1([CH2:9][O:8][C:5]2[CH:6]=[CH:7][C:2]([NH2:20])=[N:3][CH:4]=2)[CH2:12][CH2:11]1 |f:2.3,4.5.6.7.8|. Reported procedure: A mixture of 2-bromo-5-(cyclopropylmethoxy)pyridine (5.65 g), tris(dibenzylideneacetone)dipalladium(0) (454 mg), 1,1′-binaphthalene-2,2′-diylbis(diphenylphosphine) (925 mg), 1,1-diphenylmethanimine (5.42 g), sodium t-butoxide (3.33 g) and toluene (50 mL) was stirred at 80° C. for 3 hr under an argon atmosphere. The reaction mixture was concentrated under reduced pressure, and the residue was diluted with THF (15 mL). 1M Hydrochloric acid (15 mL) was added thereto, and the mixture was stirred at ... Reactants: [Li]CCCC, CC#N, Cl, C1CCOC1, O, CCOC(=O)CCc1cccc(-c2ccccc2)c1. Yields the product N#CCC(=O)CCc1cccc(-c2ccccc2)c1. Reaction SMILES: [CH2:4]([Li:5])[CH2:6][CH2:7][CH3:8].[CH3:1][C:2]#[N:3].[ClH:28].[O:29]1[CH2:30][CH2:31][CH2:32][CH2:33]1.[OH2:34].[c:9]1(-[c:15]2[cH:16][c:17]([CH2:21][CH2:22][C:23](=[O:24])[O:25][CH2:26][CH3:27])[cH:18][cH:19][cH:20]2)[cH:10][cH:11][cH:12][cH:13][cH:14]1>>[CH2:1]([C:2]#[N:3])[C:23]([CH2:22][CH2:21][c:17]1[cH:16][c:15](-[c:9]2[cH:10][cH:11][cH:12][cH:13][cH:14]2)[cH:20][cH:19][cH:18]1)=[O:24]. Starting materials: solution, C[Si](C)(C)[N-][Si](C)(C)C.[Li+] (lithium bis(trimethylsilyl)amide), [NH4+].[Cl-] (NH4Cl), COC1=CC=C(C2=C1OC1(CCNCC1)O2)C(=O)OC (methyl 7-methoxy-spiro[1,3-benzodioxole-2,4′-piperidine]-4-carboxylate), ClC=1C=NC=C(C1C)Cl (3,5-dichloro-4-picoline). Run in O1CCCC1 (tetrahydrofuran), O1CCCC1 (tetrahydrofuran). Reaction conditions: time 8 hour. The product is ClC=1C=NC=C(C1CC(=O)C1=CC=C(C=2OC3(CCNCC3)OC21)OC)Cl (2-(3,5-Dichloropyridine-4-yl)-1-(7-methoxy-spiro[1,3-benzodioxole-2,4′-piperidine]-4-yl)ethanone). Isolated yield 35.4%. As a reaction SMILES: [CH3:1][O:2][C:3]1[C:8]2[O:9][C:10]3([O:16][C:7]=2[C:6]([C:17]([O:19]C)=O)=[CH:5][CH:4]=1)[CH2:15][CH2:14][NH:13][CH2:12][CH2:11]3.[Cl:21][C:22]1[CH:23]=[N:24][CH:25]=[C:26]([Cl:29])[C:27]=1[CH3:28].C[Si]([N-][Si](C)(C)C)(C)C.[Li+].[NH4+].[Cl-]>O1CCCC1>[Cl:21][C:22]1[CH:23]=[N:24][CH:25]=[C:26]([Cl:29])[C:27]=1[CH2:28][C:17]([C:6]1[C:7]2[O:16][C:10]3([CH2:11][CH2:12][NH:13][CH2:14][CH2:15]3)[O:9][C:8]=2[C:3]([O:2][CH3:1])=[CH:4][CH:5]=1)=[O:19] |f:2.3,4.5|. Procedure: A solution of methyl 7-methoxy-spiro[1,3-benzodioxole-2,4′-piperidine]-4-carboxylate (75 mg, 0.268 mol) and 3,5-dichloro-4-picoline (65 mg, 0.40 mmol) in tetrahydrofuran (2.5 mL) was cooled to 0° C. A 1.0 M solution of lithium bis(trimethylsilyl)amide in tetrahydrofuran (0.80 mL, 0.80 mmol) was added and the reaction mixture was allowed to reach room temperature overnight. Saturated aqueous NH4Cl (10 mL) was added. The aqueous phase was extracted with dichloromethane (3×10 mL). The combined orga...